Task: describe an organic reaction: reactants, conditions, products, and yield. Dataset: the Open Reaction Database (ORD), a public repository of structured organic reaction records Reactants: CC(C)O, [K+], [OH-], CCOC(=O)NCCn1c(NC2CCN(Cc3ccccc3)CC2)nc2cccnc21. Product: NCCn1c(NC2CCN(Cc3ccccc3)CC2)nc2cccnc21. Reaction SMILES: [CH3:34][CH:35]([OH:36])[CH3:37].[K+:33].[OH-:32].[c:1]1([CH2:7][N:8]2[CH2:9][CH2:10][CH:11]([NH:14][c:15]3[n:16][c:17]4[c:18]([n:19][cH:20][cH:21][cH:22]4)[n:23]3[CH2:24][CH2:25][NH:26][C:27](=[O:28])[O:29][CH2:30][CH3:31])[CH2:12][CH2:13]2)[cH:2][cH:3][cH:4][cH:5][cH:6]1>>[c:1]1([CH2:7][N:8]2[CH2:9][CH2:10][CH:11]([NH:14][c:15]3[n:16][c:17]4[c:18]([n:19][cH:20][cH:21][cH:22]4)[n:23]3[CH2:24][CH2:25][NH2:26])[CH2:12][CH2:13]2)[cH:2][cH:3][cH:4][cH:5][cH:6]1. The reactants are OC1=CC=C(C=C1)C1=CC=C(C=C1)OC (4-hydroxy-4′-methoxybiphenyl), COC(C1=CC(=CC=C1)CBr)=O (3-(bromomethyl)benzoic acid methyl ester). Product: COC1=CC=C(C=C1)C1=CC=C(C=C1)OCC=1C=C(C(=O)O)C=CC1 (3-(4′-Methoxy-biphenyl-4-yloxymethyl)-benzoic acid). As a reaction SMILES: [OH:1][C:2]1[CH:7]=[CH:6][C:5]([C:8]2[CH:13]=[CH:12][C:11]([O:14][CH3:15])=[CH:10][CH:9]=2)=[CH:4][CH:3]=1.C[O:17][C:18](=[O:27])[C:19]1[CH:24]=[CH:23][CH:22]=[C:21]([CH2:25]Br)[CH:20]=1>>[CH3:15][O:14][C:11]1[CH:12]=[CH:13][C:8]([C:5]2[CH:4]=[CH:3][C:2]([O:1][CH2:25][C:21]3[CH:20]=[C:19]([CH:24]=[CH:23][CH:22]=3)[C:18]([OH:27])=[O:17])=[CH:7][CH:6]=2)=[CH:9][CH:10]=1. Procedure details: 3-(4′-Methoxy-biphenyl-4-yloxymethyl)-benzoic acid was prepared using general procedure A from 4-hydroxy-4′-methoxybiphenyl (available from TCI America, Portland, Oreg.) and 3-(bromomethyl)benzoic acid methyl ester (available from Lancaster Synthesis Ltd. Morcambe, Lancashire, UK). Yield: 73 mg. Mass spectrum (ES) MH+=335. As a reaction SMILES: [Cl:1][C:2]1[CH:7]=[CH:6][C:5]([CH2:8][C:9]2[S:13][C:12]([C:14]#[C:15][C@H:16]([N:18]([OH:22])[C:19]([NH2:21])=[O:20])[CH3:17])=[CH:11][CH:10]=2)=[CH:4][CH:3]=1.FC1C=CC(CC2SC(C#C[C@H](N(O)C(N)=O)C)=CC=2)=CC=1>>[Cl:1][C:2]1[CH:3]=[CH:4][C:5]([CH2:8][C:9]2[S:13][C:12](/[CH:14]=[CH:15]\[C@H:16]([N:18]([OH:22])[C:19]([NH2:21])=[O:20])[CH3:17])=[CH:11][CH:10]=2)=[CH:6][CH:7]=1. Yields the product ClC1=CC=C(C=C1)CC1=CC=C(S1)\C=C/[C@@H](C)N(C(=O)N)O (Z-(R)-N-[3-(5-(4-chlorophenylmethyl)-thien-2-yl)-1-methyl-2-propenyl]-N-hydroxyurea). Reported procedure: The desired compound is prepared according to the method of Example 1, step 5, except substituting (R)-N-{3-[5-(4-chlorophenylmethyl)thien-2-yl]-1-methyl-2-propynyl}-N-hydroxyurea, prepared as in step 4, for (R)-N-{3-[5-(4-fluorophenylmethyl)thien-2-yl]-1-methyl-2-propynyl}-N-hydroxyurea. Starting materials: ClC1=CC=C(C=C1)CC1=CC=C(S1)C#C[C@@H](C)N(C(=O)N)O ((R)-N-{3-[5-(4-chlorophenylmethyl)thien-2-yl]-1-methyl-2-propynyl}-N-hydroxyurea), FC1=CC=C(C=C1)CC1=CC=C(S1)C#C[C@@H](C)N(C(=O)N)O ((R)-N-{3-[5-(4-fluorophenylmethyl)thien-2-yl]-1-methyl-2-propynyl}-N-hydroxyurea). The reactants are C(O)([O-])=O.[Na+] (sodium hydrogencarbonate), C([O-])([O-])=O.[K+].[K+] (potassium carbonate), COCCCN1C(COC2=C1C=C(C=C2)COC2CN(CCC2C2=CC=C(C=C2)OCCOS(=O)(=O)C2=CC=C(C=C2)C)C(=O)OCC2=CC=CC=C2)=O (benzyl 3-[4-(3-methoxypropyl)-3-oxo-3,4-dihydro-2H-benzo[1,4]oxazin-6-ylmethoxy]-4-{4-[2-(toluene-4-sulphonyloxy)ethoxy]phenyl}piperidinecarboxylate), Cl.C1(=CC=CC=C1)C1CNCC1 (3-phenylpyrrolidine hydrochloride). Reagents/catalysts: [I-].C(CCC)[N+](CCCC)(CCCC)CCCC (tetrabutylammonium iodide). Run in CN(C=O)C (N,N-dimethylformamide). Conditions: time 2 hour. Product: COCCCN1CCOC2=C1C=C(C=C2)COC2CN(CCC2C2=CC=C(C=C2)OCCN2CC(CC2)C2=CC=CC=C2)C(=O)OCC2=CC=CC=C2 (Benzyl 3-[4-(3-methoxypropyl)-3,4-dihydro-2H-benzo[1,4]oxazin-6-ylmethoxy]-4-{4-[2-(3-phenylpyrrolidin-1-yl)ethoxy]phenyl}piperidine-1-carboxylate), SiO2. As a reaction SMILES: [CH3:1][O:2][CH2:3][CH2:4][CH2:5][N:6]1[C:11]2[CH:12]=[C:13]([CH2:16][O:17][CH:18]3[CH:23]([C:24]4[CH:29]=[CH:28][C:27]([O:30][CH2:31][CH2:32]OS(C5C=CC(C)=CC=5)(=O)=O)=[CH:26][CH:25]=4)[CH2:22][CH2:21][N:20]([C:44]([O:46][CH2:47][C:48]4[CH:53]=[CH:52][CH:51]=[CH:50][CH:49]=4)=[O:45])[CH2:19]3)[CH:14]=[CH:15][C:10]=2[O:9][CH2:8][C:7]1=O.Cl.[C:56]1([CH:62]2[CH2:66][CH2:65][NH:64][CH2:63]2)[CH:61]=[CH:60][CH:59]=[CH:58][CH:57]=1.C(=O)([O-])[O-].[K+].[K+].C(=O)([O-])O.[Na+]>CN(C)C=O.[I-].C([N+](CCCC)(CCCC)CCCC)CCC>[CH3:1][O:2][CH2:3][CH2:4][CH2:5][N:6]1[C:11]2[CH:12]=[C:13]([CH2:16][O:17][CH:18]3[CH:23]([C:24]4[CH:25]=[CH:26][C:27]([O:30][CH2:31][CH2:32][N:64]5[CH2:65][CH2:66][CH:62]([C:56]6[CH:61]=[CH:60][CH:59]=[CH:58][CH:57]=6)[CH2:63]5)=[CH:28][CH:29]=4)[CH2:22][CH2:21][N:20]([C:44]([O:46][CH2:47][C:48]4[CH:49]=[CH:50][CH:51]=[CH:52][CH:53]=4)=[O:45])[CH2:19]3)[CH:14]=[CH:15][C:10]=2[O:9][CH2:8][CH2:7]1 |f:1.2,3.4.5,6.7,9.10|. Reported procedure: A solution of 0.350 g of benzyl 3-[4-(3-methoxypropyl)-3-oxo-3,4-dihydro-2H-benzo[1,4]oxazin-6-ylmethoxy]-4-{4-[2-(toluene-4-sulphonyloxy)ethoxy]phenyl}piperidinecarboxylate (Example 267c) in 5 ml of N,N-dimethylformamide is admixed with 0.112 g of 3-phenylpyrrolidine hydrochloride, 0.199 g of potassium carbonate and 0.018 g of tetrabutylammonium iodide. The reaction mixture is subsequently stirred at 80° over 2 hours. The reaction mixture is cooled and poured onto 10 ml of saturated aqueous sod... Starting materials: C(C1=CC=CC=C1)OCC(CC#N)C (rac. 4-benzyloxy-3-methylbutyronitrile), [H-].C(C(C)C)[Al+]CC(C)C (diisobutylaluminum hydride), [Cl-].[NH4+] (ammonium chloride), C(=O)OCC (ethyl formate). Solvent: C1(=CC=CC=C1)C (toluene), CCCCCC (hexane). Conditions: time 0.5 hour. Product: C(C1=CC=CC=C1)OCC(CC=O)C (rac. 4-Benzyloxy-3-methylbutanal). RXN SMILES: [CH2:1]([O:8][CH2:9][CH:10]([CH3:14])[CH2:11][C:12]#N)[C:2]1[CH:7]=[CH:6][CH:5]=[CH:4][CH:3]=1.[H-].C([Al+]CC(C)C)C(C)C.C(OCC)=[O:26].[Cl-].[NH4+]>C1(C)C=CC=CC=1.CCCCCC>[CH2:1]([O:8][CH2:9][CH:10]([CH3:14])[CH2:11][CH:12]=[O:26])[C:2]1[CH:7]=[CH:6][CH:5]=[CH:4][CH:3]=1 |f:1.2,4.5|. Procedure: A solution of 5.8 g. (0.0307 mole) of rac. 4-benzyloxy-3-methylbutyronitrile in 290 ml. of hexane was stirred at -65° C. to -70° C. while 22.4 ml. (4.78 g.; 0.0337 mole) of 25% diisobutylaluminum hydride solution in toluene was added dropwise. Theresulting solution was stirred at -65° C. to -70° C. for 0.5 hours then at room temperature for 5 hours whereupon 2.8 ml. of ethyl formate was added dropwise. The reaction mixture was then treated with 250ml. of saturated aqueous ammonium chloride solut... Reactants: CC(C)=O, O=C(c1cn(-c2ccc(Cl)cc2)c(-c2ccccc2Cl)n1)N1CCSCC1, [Na+], O=C([O-])O, O, OO. The product is O=C(c1cn(-c2ccc(Cl)cc2)c(-c2ccccc2Cl)n1)N1CCS(=O)CC1. Reaction SMILES: [CH3:35][C:36](=[O:37])[CH3:38].[Cl:1][c:2]1[c:3](-[c:8]2[n:9](-[c:21]3[cH:22][cH:23][c:24]([Cl:27])[cH:25][cH:26]3)[cH:10][c:11]([C:13](=[O:14])[N:15]3[CH2:16][CH2:17][S:18][CH2:19][CH2:20]3)[n:12]2)[cH:4][cH:5][cH:6][cH:7]1.[Na+:34].[O-:30][C:31]([OH:32])=[O:33].[OH2:39].[OH:28][OH:29]>>[Cl:1][c:2]1[c:3](-[c:8]2[n:9](-[c:21]3[cH:22][cH:23][c:24]([Cl:27])[cH:25][cH:26]3)[cH:10][c:11]([C:13](=[O:14])[N:15]3[CH2:16][CH2:17][S:18](=[O:30])[CH2:19][CH2:20]3)[n:12]2)[cH:4][cH:5][cH:6][cH:7]1. Starting materials: C(C)OC1=NC(=NC(=N1)OCC)N1CCN(CC1)C=O (4,6-diethoxy-2-(4-formylpiperazino)-1,3,5 triazine). The solvent is [OH-].[K+] (potassium hydroxide), C(C)O (ethanol), [OH-].[K+] (potassium hydroxide). The product is C(C)OC1=NC(=NC(=N1)OCC)N1CCNCC1 (4,6-diethoxy-2-piperazino-1,3,5-triazine). Yield: 102.5%. Reaction SMILES: [CH2:1]([O:3][C:4]1[N:9]=[C:8]([O:10][CH2:11][CH3:12])[N:7]=[C:6]([N:13]2[CH2:18][CH2:17][N:16](C=O)[CH2:15][CH2:14]2)[N:5]=1)[CH3:2]>[OH-].[K+].C(O)C>[CH2:1]([O:3][C:4]1[N:9]=[C:8]([O:10][CH2:11][CH3:12])[N:7]=[C:6]([N:13]2[CH2:18][CH2:17][NH:16][CH2:15][CH2:14]2)[N:5]=1)[CH3:2] |f:1.2|. Procedure details: The product from (b) (3.25 g) in potassium hydroxide solution (1 N, 20 ml) and ethanol (30 ml) was left at room temperature for 3 hours. Then further potassium hydroxide solution (20 ml) was added. After 45 minutes the reaction mixture was extracted with chloroform (5×30 ml), and the combined chloroform extracts dried (Na2SO4) and evaporated in vacuo to give 4,6-diethoxy-2-piperazino-1,3,5-triazine (3.0 g) as an oil. The product was characterized spectroscopically and used directly without furth... Reactants: Cl.C1(=CC=CC=C1)C(CCN1C2CCC(C1)CC2)(C2=CC=CC=C2)C2=NN=C(O2)C(=O)OCC (ethyl [1,1-diphenyl-3-(2-azabicyclo[2.2.2]oct-2-yl)propyl]-1,3,4-oxadiazole-2-carboxylate hydrochloride). Solvent: [OH-].[K+] (potassium hydroxide). Product: C1(=CC=CC=C1)C(CCN1C2CCC(C1)CC2)(C2=CC=CC=C2)C2=NN=C(O2)C(=O)O (5-[1,1-diphenyl-3-(2-azabicyclo[2.2.2]oct-2-yl)propyl]-1,3,4-oxadiazole-2-carboxylic acid). Reaction SMILES: Cl.[C:2]1([C:8]([C:25]2[O:29][C:28]([C:30]([O:32]CC)=[O:31])=[N:27][N:26]=2)([C:19]2[CH:24]=[CH:23][CH:22]=[CH:21][CH:20]=2)[CH2:9][CH2:10][N:11]2[CH2:16][CH:15]3[CH2:17][CH2:18][CH:12]2[CH2:13][CH2:14]3)[CH:7]=[CH:6][CH:5]=[CH:4][CH:3]=1>[OH-].[K+]>[C:2]1([C:8]([C:25]2[O:29][C:28]([C:30]([OH:32])=[O:31])=[N:27][N:26]=2)([C:19]2[CH:20]=[CH:21][CH:22]=[CH:23][CH:24]=2)[CH2:9][CH2:10][N:11]2[CH2:16][CH:15]3[CH2:17][CH2:18][CH:12]2[CH2:13][CH2:14]3)[CH:7]=[CH:6][CH:5]=[CH:4][CH:3]=1 |f:0.1,2.3|. Procedure details: Thus 2,2-diphenyl-4-(2-azabicyclo[2.2.2]oct-2-yl)butyronitrile described in U.S. Pat. No. 3,318,869 is reacted with sodium azide in DMF to provide 5-[1,1-diphenyl-3-(2-azabicyclo[2.2.2]oct-2-yl)propyl]-1H-tetrazole. This tetrazole is reacted with ethyl chloroglyoxylate in pyridine at -6° C to provide ethyl [1,1-diphenyl-3-(2-azabicyclo[2.2.2]oct-2-yl)propyl]-1,3,4-oxadiazole-2-carboxylate hydrochloride. This ester is hydrolysed in aqueous potassium hydroxide to provide 5-[1,1-diphenyl-3-(2-azabi... The product is C1N(CCC2=CC=CC=C12)CC1=C(C=CC=C1)C1=CC(=CC=C1)NC1=CC(=NC2=CC=CC=C12)C ([2′-(3,4-Dihydro-1H-isoquinolin-2-ylmethyl)biphenyl-3-yl]-(2-methylquinolin-4-yl)amine). Run in ClC(C)Cl (dichloroethane). The yield is 23.7%. Starting materials: CC1=NC2=CC=CC=C2C(=C1)NC=1C=C(C=CC1)C=1C(=CC=CC1)C=O (3′-(2-Methylquinolin-4-ylamino)biphenyl-2-carbaldehyde), CC(=O)O (HOAc), C1NCCC2=CC=CC=C12 (1,2,3,4-tetrahydroisoquinoline), [BH-](OC(=O)C)(OC(=O)C)OC(=O)C.[Na+] (NaBH(OAc)3). RXN SMILES: [CH3:1][C:2]1[CH:11]=[C:10]([NH:12][C:13]2[CH:14]=[C:15]([C:19]3[C:20]([CH:25]=O)=[CH:21][CH:22]=[CH:23][CH:24]=3)[CH:16]=[CH:17][CH:18]=2)[C:9]2[C:4](=[CH:5][CH:6]=[CH:7][CH:8]=2)[N:3]=1.[CH2:27]1[C:36]2[C:31](=[CH:32][CH:33]=[CH:34][CH:35]=2)[CH2:30][CH2:29][NH:28]1.[BH-](OC(C)=O)(OC(C)=O)OC(C)=O.[Na+].CC(O)=O>ClC(Cl)C>[CH2:27]1[C:36]2[C:31](=[CH:32][CH:33]=[CH:34][CH:35]=2)[CH2:30][CH2:29][N:28]1[CH2:25][C:20]1[CH:21]=[CH:22][CH:23]=[CH:24][C:19]=1[C:15]1[CH:16]=[CH:17][CH:18]=[C:13]([NH:12][C:10]2[C:9]3[C:4](=[CH:5][CH:6]=[CH:7][CH:8]=3)[N:3]=[C:2]([CH3:1])[CH:11]=2)[CH:14]=1 |f:2.3|. Procedure: To a solution of 100 (166 mg, 0.49 mmol) and 40 (0.06 mL, 0.473 mmol) in dichloroethane (4.9 mL) were sequentially added NaBH(OAc)3 (155 mg, 0.73 mmol) and HOAc (0.03 mL, 0.52 mmol). The reaction was stirred for 48 hours and then extracted with dichloromethane (2×30 mL). The dichloromethane extracts were washed with 2 N NaOH (aq. 15 mL), brine (15 mL), dried (MgSO4), and concentrated. The residue was chromatographed on silica gel (ethyl acetate) to give desired product as a yellow solid (51 mg, ... Reaction conditions: time 48 hour. The reactants are CCN(CC)P1(=NC(C)(C)C)N(CCCN1C)C (BEMP), ClC1=CC=C(C(=O)NNC([C@@H]([C@H](C)O)NC2=C(C(=C(C=C2)C#N)Cl)C)=O)C=C1 (4-chloro-N′-((2R,3S)-2-(3-chloro-4-cyano-2-methylphenylamino)-3-hydroxybutanoyl)benzohydrazide), ClC1=CC=C(C(=O)NNC([C@@H]([C@H](C)O)NC2=C(C(=C(C=C2)C#N)Cl)C)=O)C=C1 (4-chloro-N′-((2R,3S)-2-(3-chloro-4-cyano-2-methylphenylamino)-3-hydroxybutanoyl)benzohydrazide), C1(=CC=C(C=C1)S(=O)(=O)O)C (p-toluenesulfonic acid). Solvent: C1CCOC1 (THF). Reaction conditions: time 10 minute. Product: ClC1=C(C#N)C=CC(=C1C)N[C@H]([C@H](C)O)C=1OC(=NN1)C1=CC=C(C=C1)Cl (2-Chloro-4-((1R,2S)-1-(5-(4-chlorophenyl)-1,3,4-oxadiazol-2-yl)-2-hydroxypropylamino)-3-methylbenzonitrile). Yield: 17.8%. Reaction SMILES: [Cl:1][C:2]1[CH:28]=[CH:27][C:5]([C:6]([NH:8][NH:9][C:10](=O)[C@H:11]([NH:15][C:16]2[CH:21]=[CH:20][C:19]([C:22]#[N:23])=[C:18]([Cl:24])[C:17]=2[CH3:25])[C@@H:12]([OH:14])[CH3:13])=[O:7])=[CH:4][CH:3]=1.C1(C)C=CC(S(O)(=O)=O)=CC=1.CCN(P1(N(C)CCCN1C)=NC(C)(C)C)CC>C1COCC1>[Cl:24][C:18]1[C:17]([CH3:25])=[C:16]([NH:15][C@@H:11]([C:10]2[O:7][C:6]([C:5]3[CH:4]=[CH:3][C:2]([Cl:1])=[CH:28][CH:27]=3)=[N:8][N:9]=2)[C@@H:12]([OH:14])[CH3:13])[CH:21]=[CH:20][C:19]=1[C:22]#[N:23]. Procedure details: To a 500 mL round bottom flask was added 4-chloro-N′-((2R,3S)-2-(3-chloro-4-cyano-2-methylphenylamino)-3-hydroxybutanoyl)benzohydrazide (intermediate 4a) (880 mg, 2.09 mmol, 1.0 equiv.) and anhydrous THF (209 mL). After being flushed with nitrogen, p-toluenesulfonic acid (439 mg, 2.3 mmol, 1.1 equiv.) was added and the solution was stirred for 10 min at room temperature. Then PS-BEMP (2.85 g, 6.27 mmol, 3.0 equiv.) was added. The reaction was stirred at room temperature for 8 h. The contents of ...